The task is: describe an organic reaction: reactants, conditions, products, and yield. This data is from the Open Reaction Database (ORD), a public repository of structured organic reaction records. Reactants: CC(=O)O, COc1ccccc1CNC(=O)c1cc(C(F)(F)F)nn1-c1cccc(C2OCCCO2)c1, O. The product is COc1ccccc1CNC(=O)c1cc(C(F)(F)F)nn1-c1cccc(C=O)c1. RXN SMILES: [C:34]([OH:35])(=[O:36])[CH3:37].[O:1]1[CH:2]([c:7]2[cH:8][c:9](-[n:13]3[n:14][c:15]([C:30]([F:31])([F:32])[F:33])[cH:16][c:17]3[C:18](=[O:19])[NH:20][CH2:21][c:22]3[c:23]([O:28][CH3:29])[cH:24][cH:25][cH:26][cH:27]3)[cH:10][cH:11][cH:12]2)[O:6][CH2:5][CH2:4][CH2:3]1.[OH2:38]>>[O:1]=[CH:2][c:7]1[cH:8][c:9](-[n:13]2[n:14][c:15]([C:30]([F:31])([F:32])[F:33])[cH:16][c:17]2[C:18](=[O:19])[NH:20][CH2:21][c:22]2[c:23]([O:28][CH3:29])[cH:24][cH:25][cH:26][cH:27]2)[cH:10][cH:11][cH:12]1. Reactants: O=C(O)COc1ccc(Cl)cc1, O, Cn1c(=O)c2c(ncn2CC(O)CO)n(C)c1=O, Cc1ccccc1C. Product: Cn1c(=O)c2c(ncn2CC(O)COC(=O)COc2ccc(Cl)cc2)n(C)c1=O. RXN SMILES: [Cl:19][c:20]1[cH:21][cH:22][c:23]([O:24][CH2:25][C:26](=[O:27])[OH:28])[cH:29][cH:30]1.[OH2:31].[OH:1][CH:2]([CH2:3][n:4]1[cH:5][n:6][c:7]2[n:8]([CH3:16])[c:9](=[O:15])[n:10]([CH3:11])[c:12](=[O:14])[c:13]12)[CH2:17][OH:18].[c:32]1([CH3:33])[c:34]([CH3:35])[cH:36][cH:37][cH:38][cH:39]1>>[OH:1][CH:2]([CH2:3][n:4]1[cH:5][n:6][c:7]2[n:8]([CH3:16])[c:9](=[O:15])[n:10]([CH3:11])[c:12](=[O:14])[c:13]12)[CH2:17][O:18][C:26]([CH2:25][O:24][c:23]1[cH:22][cH:21][c:20]([Cl:19])[cH:30][cH:29]1)=[O:27]. The reactants are BrC=1C=NC=C(C1)Br (3,5-dibromopyridine), [H-].[Na+] (NaH), CO (MeOH). The solvent is CN(C)C=O (DMF). Conditions: temperature 60 celsius, time 1 hour. Yields the product BrC=1C=C(C=NC1)OC (5-bromo-3-methoxypyridine). RXN SMILES: [Br:1][C:2]1[CH:3]=[N:4][CH:5]=[C:6](Br)[CH:7]=1.[H-].[Na+].[CH3:11][OH:12]>CN(C=O)C>[Br:1][C:2]1[CH:7]=[C:6]([O:12][CH3:11])[CH:5]=[N:4][CH:3]=1 |f:1.2|. Procedure details: To a suspension of 12 g of 3,5-dibromopyridine and 40 g of 60% NaH in DMF was added 4.05 mL of MeOH, and the reaction mixture was stirred for 4 hours at room temperature and 1 hour at 60° C. The DMF was removed under reduced pressure, and the residue was taken directly to the next step. MS (CI/NH3) m/z 188/190 (M+H)+, 205/207 (M+NH4)+. 1H NMR (CDCl3, 300 MHz) δ: 8.32 (d, J=1.8 Hz, 1H), 8.27 (d, J=2.6 Hz, 1H), 7.42 (dd, J=1.8, 2.6 Hz, 1H), 3.88 (s, 3H). Reactants: CCOC(=O)c1cn(Cc2cn(C)cn2)c2cnc(Br)cc2c1=O, O=C([O-])[O-], CCNC(=O)Nc1cc(-c2nc(-c3cnn(C)c3)cs2)c(B(O)O)cn1, [Cs+], [Cs+], C1COCCO1, O, c1ccc(P(c2ccccc2)(c2ccccc2)[Pd](P(c2ccccc2)(c2ccccc2)c2ccccc2)(P(c2ccccc2)(c2ccccc2)c2ccccc2)P(c2ccccc2)(c2ccccc2)c2ccccc2)cc1. Yields the product CCNC(=O)Nc1cc(-c2nc(-c3cnn(C)c3)cs2)c(-c2cc3c(=O)c(C(=O)OCC)cn(Cc4cn(C)cn4)c3cn2)cn1. RXN SMILES: [Br:27][c:28]1[cH:29][c:30]2[c:31](=[O:50])[c:32]([C:45](=[O:46])[O:47][CH2:48][CH3:49])[cH:33][n:34]([CH2:38][c:39]3[n:40][cH:41][n:42]([CH3:44])[cH:43]3)[c:35]2[cH:36][n:37]1.[C:51](=[O:52])([O-:53])[O-:54].[CH2:1]([CH3:2])[NH:3][C:4]([NH:5][c:6]1[cH:7][c:8](-[c:15]2[s:16][cH:17][c:18](-[c:20]3[cH:21][n:22][n:23]([CH3:25])[cH:24]3)[n:19]2)[c:9]([B:12]([OH:13])[OH:14])[cH:10][n:11]1)=[O:26].[Cs+:55].[Cs+:56].[O:57]1[CH2:58][CH2:59][O:60][CH2:61][CH2:62]1.[OH2:63].[cH:64]1[cH:65][cH:66][c:67]([P:68]([Pd:69]([P:70]([c:71]2[cH:72][cH:73][cH:74][cH:75][cH:76]2)([c:77]2[cH:78][cH:79][cH:80][cH:81][cH:82]2)[c:83]2[cH:84][cH:85][cH:86][cH:87][cH:88]2)([P:89]([c:90]2[cH:91][cH:92][cH:93][cH:94][cH:95]2)([c:96]2[cH:97][cH:98][cH:99][cH:100][cH:101]2)[c:102]2[cH:103][cH:104][cH:105][cH:106][cH:107]2)[P:108]([c:109]2[cH:110][cH:111][cH:112][cH:113][cH:114]2)([c:115]2[cH:116][cH:117][cH:118][cH:119][cH:120]2)[c:121]2[cH:122][cH:123][cH:124][cH:125][cH:126]2)([c:127]2[cH:128][cH:129][cH:130][cH:131][cH:132]2)[c:133]2[cH:134][cH:135][cH:136][cH:137][cH:138]2)[cH:139][cH:140]1>>[CH2:1]([CH3:2])[NH:3][C:4]([NH:5][c:6]1[cH:7][c:8](-[c:15]2[s:16][cH:17][c:18](-[c:20]3[cH:21][n:22][n:23]([CH3:25])[cH:24]3)[n:19]2)[c:9](-[c:28]2[cH:29][c:30]3[c:31](=[O:50])[c:32]([C:45](=[O:46])[O:47][CH2:48][CH3:49])[cH:33][n:34]([CH2:38][c:39]4[n:40][cH:41][n:42]([CH3:44])[cH:43]4)[c:35]3[cH:36][n:37]2)[cH:10][n:11]1)=[O:26]. Starting materials: CP(=S)(Cl)Cl (methylphosphonothioic dichloride), [H-].[Na+] (sodium hydride), C1=CC(=CC=C1[N+](=O)[O-])O (p-nitrophenol). Run in O1CCCC1 (tetrahydrofuran). Product: [N+](=O)([O-])C1=CC=C(C=C1)OP(OC1=CC=C(C=C1)[N+](=O)[O-])(=S)C (methylphosphonothioic acid O,O-bis-(4-nitrophenyl)ester). RXN SMILES: [CH3:1][P:2](Cl)(Cl)=[S:3].[H-].[Na+].[CH:8]1[C:13]([N+:14]([O-:16])=[O:15])=[CH:12][CH:11]=[C:10]([OH:17])[CH:9]=1>O1CCCC1>[N+:14]([C:13]1[CH:12]=[CH:11][C:10]([O:17][P:2]([CH3:1])(=[S:3])[O:17][C:10]2[CH:9]=[CH:8][C:13]([N+:14]([O-:16])=[O:15])=[CH:12][CH:11]=2)=[CH:9][CH:8]=1)([O-:16])=[O:15] |f:1.2|. Procedure: The methylphosphonothioic acid O,O-bis-(4-nitrophenyl)ester intermediate is prepared according to procedure E using 536 mg of methylphosphonothioic dichloride, 345 mg of sodium hydride (50% in oil), 1 g of p-nitrophenol and 10 ml of tetrahydrofuran. 1.19 g of expected product are collected. The reactants are C1=C(NC=N1)/C=C/C(=O)O (urocanic acid), CCO (EtOH), Cl (HCl), CCO (EtOH). Reagents/catalysts: [Pd] (Pd-C). The product is N1C=NC(=C1)CCC(=O)OCC (Ethyl 3-(4-imidazolyl)propionate). As a reaction SMILES: [CH:1]1[N:5]=[CH:4][NH:3][C:2]=1/[CH:6]=[CH:7]/[C:8]([OH:10])=[O:9].Cl.[CH3:12][CH2:13]O>[Pd]>[NH:5]1[CH:1]=[C:2]([CH2:6][CH2:7][C:8]([O:10][CH2:12][CH3:13])=[O:9])[N:3]=[CH:4]1. Procedure: The title compound was prepared from urocanic acid (Aldrich) in 2 steps using standard chemical procedures (esterification using HCl in EtOH followed by hydrogenation with 10% Pd-C in EtOH). 1H NMR (CDCl3): δ 1.23 (3H, t), 2.65 (2H, t), 2.94 (2H, t), 4.15 (2H, q), 6.81 (1H, S), 7.56 (1H, s). Starting materials: C(C1=CC=CC=C1)(=O)Cl (benzoyl chloride), [Cl-].[Cl-].[Cl-].[Al+3] (aluminum trichloride), NC1=C(N=NN1CC1=CC(=C(C(=C1)Cl)C(C1=CC=C(C=C1)Cl)=O)Cl)C(=O)N (5-amino-l-(4-(4-chlorobenzoyl)-3,5-dichlorobenzyl)- 1,2,3-triazole-4-carboxamide), S(=O)(Cl)Cl (thionyl chloride), 6-dichloro-4-methylbenzoic acid, C(C1=CC=CC=C1)(=O)Cl (benzoyl chloride). Solvent: ClC1=CC=CC=C1 (chlorbenzene), CN(C=O)C (dimethylformamide). The product is ClC1=CC=C(C(=O)C2=C(C=C(C=C2Cl)C)Cl)C=C1 (4-(4-chlorobenzoyl)-3,5-dichlorotoluene). Reaction SMILES: NC1N([CH2:7][C:8]2[CH:13]=[C:12]([Cl:14])[C:11]([C:15](=[O:23])[C:16]3[CH:21]=[CH:20][C:19]([Cl:22])=[CH:18][CH:17]=3)=[C:10]([Cl:24])[CH:9]=2)N=NC=1C(N)=O.C(Cl)(=O)C1C=CC=CC=1.S(Cl)(Cl)=O.[Cl-].[Cl-].[Cl-].[Al+3]>CN(C)C=O.ClC1C=CC=CC=1>[Cl:22][C:19]1[CH:20]=[CH:21][C:16]([C:15]([C:11]2[C:12]([Cl:14])=[CH:13][C:8]([CH3:7])=[CH:9][C:10]=2[Cl:24])=[O:23])=[CH:17][CH:18]=1 |f:3.4.5.6|. Procedure: Compound 1 can be prepared by the method described in U.S. Pat. No. 4,590 201 Briefly, 2 6-dichloro-4-methylbenzoic acid is converted to its corresponding benzoyl chloride using thionyl chloride in dimethylformamide. Reaction of this benzoyl chloride with chlorbenzene in the presence of aluminum trichloride provides 4-(4-chlorobenzoyl)-3,5-dichlorotoluene. Bromination of the methyl group is carried out using N-bromosuccinimide in the presence of catalytic amounts of dibenzoyl peroxide to provide...